From a dataset of the Open Reaction Database (ORD), a public repository of structured organic reaction records. describe an organic reaction: reactants, conditions, products, and yield The reactants are BrC=1C(=CC=C2C(=CC(=NC12)OCC)OC1CC2C(N(CCCCC=CC3CC3(NC(C2C1)=O)C(=O)O)C)=O)OC (17-[8-bromo-2-ethoxy-7-methoxyquinolin-4-yloxy]-13-methyl-2,14-dioxo-3,13-diazatricyclo[13.3.0.04,6]octadec-7-ene-4-carboxylic acid), C(C)OC1=NC2=C(C(=CC=C2C(=C1)OC1CC2C(N(CCCCC=CC3CC3(NC(C2C1)=O)C(=O)NS(=O)(=O)C1CC1)C)=O)OC)C (N-[17-[2-ethoxy-7-methoxy-8-methylquinolin-4-yloxy]-13-methyl-2,14-dioxo-3,13-diazatricyclo[13.3.0.04,6]octadec-7-ene-4-carbonyl](cyclo-propyl)sulfonamide). The product is BrC=1C(=CC=C2C(=CC(=NC12)OCC)OC1CC2C(N(CCCCC=CC3CC3(NC(C2C1)=O)C(=O)NS(=O)(=O)C1CC1)C)=O)OC (N-[17-[8-bromo-2-ethoxy-7-methoxyquinolin-4-yloxy]-13-methyl-2,14-dioxo-3,13-diazatricyclo[13.3.0.04,6]octadec-7-ene-4-carbonyl](cyclo-propyl)sulfonamide). As a reaction SMILES: [Br:1][C:2]1[C:3]([O:40][CH3:41])=[CH:4][CH:5]=[C:6]2[C:11]=1[N:10]=[C:9]([O:12][CH2:13][CH3:14])[CH:8]=[C:7]2[O:15][CH:16]1[CH2:33][CH:32]2[CH:18]([C:19](=[O:39])[N:20]([CH3:38])[CH2:21][CH2:22][CH2:23][CH2:24][CH:25]=[CH:26][CH:27]3[C:29]([C:35](O)=[O:36])([NH:30][C:31]2=[O:34])[CH2:28]3)[CH2:17]1.C(OC1C=C(OC2CC3C(C(=O)N(C)CCCCC=CC4C(C([NH:77][S:78]([CH:81]5[CH2:83][CH2:82]5)(=[O:80])=[O:79])=O)(NC3=O)C4)C2)C2C(=C(C)C(OC)=CC=2)N=1)C>>[Br:1][C:2]1[C:3]([O:40][CH3:41])=[CH:4][CH:5]=[C:6]2[C:11]=1[N:10]=[C:9]([O:12][CH2:13][CH3:14])[CH:8]=[C:7]2[O:15][CH:16]1[CH2:33][CH:32]2[CH:18]([C:19](=[O:39])[N:20]([CH3:38])[CH2:21][CH2:22][CH2:23][CH2:24][CH:25]=[CH:26][CH:27]3[C:29]([C:35]([NH:77][S:78]([CH:81]4[CH2:83][CH2:82]4)(=[O:80])=[O:79])=[O:36])([NH:30][C:31]2=[O:34])[CH2:28]3)[CH2:17]1. Procedure details: The title compound (7) was prepared from 17-[8-bromo-2-ethoxy-7-methoxyquinolin-4-yloxy]-13-methyl-2,14-dioxo-3,13-diazatricyclo[13.3.0.04,6]octadec-7-ene-4-carboxylic acid (6) following the procedure reported for synthesis of N-[17-[2-ethoxy-7-methoxy-8-methylquinolin-4-yloxy]-13-methyl-2,14-dioxo-3,13-diaza-tricyclo[13.3.0.04,6]octadec-7-ene-4-carbonyl](cyclopropyl)sulfonamide (3): m/z=734 (M+H)+. Procedure: The subtitle compound was prepared from 2-chloro-N-(2,6-dimethylphenyl)acetamide (7 g) and (±)-2-methyl-piperazine (3.55 g) by the method of Example 15 step (ii) as a white solid. Yield 7 g. Yields the product CC1=C(C(=CC=C1)C)NC(CN1CC(NCC1)C)=O ((±)-N-(2,6-Dimethylphenyl)-2-(3-methylpiperazin-1-yl)acetamide). As a reaction SMILES: Cl[CH2:2][C:3]([NH:5][C:6]1[C:11]([CH3:12])=[CH:10][CH:9]=[CH:8][C:7]=1[CH3:13])=[O:4].[CH3:14][CH:15]1[CH2:20][NH:19][CH2:18][CH2:17][NH:16]1>>[CH3:13][C:7]1[CH:8]=[CH:9][CH:10]=[C:11]([CH3:12])[C:6]=1[NH:5][C:3](=[O:4])[CH2:2][N:19]1[CH2:18][CH2:17][NH:16][CH:15]([CH3:14])[CH2:20]1. Starting materials: ClCC(=O)NC1=C(C=CC=C1C)C (2-chloro-N-(2,6-dimethylphenyl)acetamide), CC1NCCNC1 ((±)-2-methyl-piperazine). Starting materials: C(#CC(=O)[O-])C(=O)[O-] (acetylenedicarboxylate), C1(CC1)C1=C(N)C=CC=C1 (2-cyclopropylaniline), CO (MeOH), CO (MeOH). Reaction conditions: time 2 hour. Product: OC1=CC(=NC2=C(C=CC=C12)C1CC1)C(=O)OC (methyl 4-hydroxy-8-cyclopropylquinoline-2-carboxylate). RXN SMILES: [C:1]([C:6]([O-:8])=[O:7])#[C:2][C:3]([O-:5])=O.[CH:9]1([C:12]2[CH:18]=[CH:17][CH:16]=[CH:15][C:13]=2[NH2:14])[CH2:11][CH2:10]1.[CH3:19]O>>[OH:5][C:3]1[C:15]2[C:13](=[C:12]([CH:9]3[CH2:11][CH2:10]3)[CH:18]=[CH:17][CH:16]=2)[N:14]=[C:1]([C:6]([O:8][CH3:19])=[O:7])[CH:2]=1. Procedure: A solution of 21.8 mL of acetylenedicarboxylate (0.18 mol) in 50 mL of MeOH was added dropwise to a solution of 22.5 g of 2-cyclopropylaniline (0.17 mol) in 150 mL of MeOH over 1 hr and the mixture was stirred at room temperature for 2 hr. The reaction mixture was concentrated and the residue was taken up into 30 mL of diphenyl ether. The solution was added dropwise to 200 mL of diphenyl ether heated at 250 C and the mixture was stirred at the temperature for 30 min. The reaction mixture was con... The reactants are C(C)N(CCO)CC (diethyl ethanolamine), [OH-].[Na+] (sodium hydroxide), S(=O)(=O)(OCCCCCCCCCCCC)[O-] (lauryl sulfate). Run at temperature 20 celsius. Product: C(CCCCCCCCCCC)OCCN(CC)CC (Lauryloxyethyl diethylamine). As a reaction SMILES: [CH2:1]([N:3]([CH2:7][CH3:8])[CH2:4][CH2:5][OH:6])[CH3:2].[OH-].[Na+].S([O-])(O[CH2:15][CH2:16][CH2:17][CH2:18][CH2:19][CH2:20][CH2:21][CH2:22][CH2:23][CH2:24][CH2:25][CH3:26])(=O)=O>>[CH2:26]([O:6][CH2:5][CH2:4][N:3]([CH2:7][CH3:8])[CH2:1][CH3:2])[CH2:25][CH2:24][CH2:23][CH2:22][CH2:21][CH2:20][CH2:19][CH2:18][CH2:17][CH2:16][CH3:15] |f:1.2|. Reported procedure: 140.6 grams (1.2 moles) of diethyl ethanolamine, 48 grams (1.2 moles) of sodium hydroxide and 288.4 grams (1 mole) of lauryl sulfate, Na salt were reacted under a nitrogen atmosphere using the procedure of Example 9. Approx. 20 grams of the diethyl ethanolamine evaporated from the reaction with water during the reaction and was immediately replaced. After a reaction time of 2 hours at 190° C., followed by cooling to 20° C., the reaction mixture was purified using the procedure of Example 2. 168 ... The reactants are O=C=NC(=O)c1ccccc1Br, Cc1nc(N)ccc1-c1ccccc1, CCOC(C)=O. Product: Cc1nc(NC(=O)NC(=O)c2ccccc2Br)ccc1-c1ccccc1. Reaction SMILES: [Br:1][c:2]1[c:3]([C:4](=[O:5])[N:6]=[C:7]=[O:8])[cH:9][cH:10][cH:11][cH:12]1.[CH3:13][c:14]1[c:15](-[c:21]2[cH:22][cH:23][cH:24][cH:25][cH:26]2)[cH:16][cH:17][c:18]([NH2:20])[n:19]1.[CH3:27][CH2:28][O:29][C:30](=[O:31])[CH3:32]>>[Br:1][c:2]1[c:3]([C:4](=[O:5])[NH:6][C:7](=[O:8])[NH:20][c:18]2[cH:17][cH:16][c:15](-[c:21]3[cH:22][cH:23][cH:24][cH:25][cH:26]3)[c:14]([CH3:13])[n:19]2)[cH:9][cH:10][cH:11][cH:12]1. The reactants are Clc1nc2ccccc2s1, CN(C(=O)c1ccc(Cl)cc1)C1CCNCC1c1ccc(Cl)c(Cl)c1, Cl. Yields the product CN(C(=O)c1ccc(Cl)cc1)C1CCN(c2nc3ccccc3s2)CC1c1ccc(Cl)c(Cl)c1. Reaction SMILES: [Cl:27][c:28]1[s:29][c:30]2[c:31]([n:32]1)[cH:33][cH:34][cH:35][cH:36]2.[Cl:2][c:3]1[cH:4][cH:5][c:6]([C:7](=[O:8])[N:9]([CH3:10])[CH:11]2[CH:12]([c:17]3[cH:18][c:19]([Cl:24])[c:20]([Cl:23])[cH:21][cH:22]3)[CH2:13][NH:14][CH2:15][CH2:16]2)[cH:25][cH:26]1.[ClH:1]>>[Cl:2][c:3]1[cH:4][cH:5][c:6]([C:7](=[O:8])[N:9]([CH3:10])[CH:11]2[CH:12]([c:17]3[cH:18][c:19]([Cl:24])[c:20]([Cl:23])[cH:21][cH:22]3)[CH2:13][N:14]([c:28]3[s:29][c:30]4[c:31]([n:32]3)[cH:33][cH:34][cH:35][cH:36]4)[CH2:15][CH2:16]2)[cH:25][cH:26]1. Reactants: C(C)(C)(C)O[C@H](C(=O)O)C1=C2N3CCC(OCCCC[C@@H](OC=4C=C(C=CC4C/C=C/C4=NN2C(N=C1C)=C4)F)C)(CC3)C ((2S)-2-(tert-butoxy)-2-[(10E,20S)-16-fluoro-4,20,26-trimethyl-19,25-dioxa-1,5,7,8-tetraazapentacyclo[24.2.2.16,9.02,7.013,18]hentriaconta-2,4,6(31),8,10,13(18),14,16-octaen-3-yl]acetic acid). Reagents/catalysts: [Pd] (Pd/C). Run in C(C)(=O)OCC (ethyl acetate). Run at time 16 hour. Yields the product C(C)(C)(C)O[C@H](C(=O)O)C1=C2N3CCC(OCCCC[C@@H](OC=4C=C(C=CC4CCCC4=NN2C(N=C1C)=C4)F)C)(CC3)C ((2S)-2-(tert-butoxy)-2-[(20S)-16-fluoro-4,20,26-trimethyl-19,25-dioxa-1,5,7,8-tetraazapentacyclo[24.2.2.16,9.02,7.013,18]hentriaconta-2,4,6(31),8,13(18),14,16-heptaen-3-yl]acetic acid). Yield: 73.5%. As a reaction SMILES: [C:1]([O:5][C@@H:6]([C:10]1[C:37]([CH3:38])=[N:36][C:35]2=[CH:39][C:32]3=[N:33][N:34]2[C:11]=1[N:12]1[CH2:43][CH2:42][C:15]([CH3:44])([O:16][CH2:17][CH2:18][CH2:19][CH2:20][C@H:21]([CH3:41])[O:22][C:23]2[CH:24]=[C:25]([F:40])[CH:26]=[CH:27][C:28]=2[CH2:29][CH:30]=[CH:31]3)[CH2:14][CH2:13]1)[C:7]([OH:9])=[O:8])([CH3:4])([CH3:3])[CH3:2]>C(OCC)(=O)C.[Pd]>[C:1]([O:5][C@@H:6]([C:10]1[C:37]([CH3:38])=[N:36][C:35]2=[CH:39][C:32]3=[N:33][N:34]2[C:11]=1[N:12]1[CH2:13][CH2:14][C:15]([CH3:44])([O:16][CH2:17][CH2:18][CH2:19][CH2:20][C@H:21]([CH3:41])[O:22][C:23]2[CH:24]=[C:25]([F:40])[CH:26]=[CH:27][C:28]=2[CH2:29][CH2:30][CH2:31]3)[CH2:42][CH2:43]1)[C:7]([OH:9])=[O:8])([CH3:4])([CH3:2])[CH3:3]. Procedure details: To a mixture of (2S)-2-(tert-butoxy)-2-[(10E,20S)-16-fluoro-4,20,26-trimethyl-19,25-dioxa-1,5,7,8-tetraazapentacyclo[24.2.2.16,9.02,7.013,18]hentriaconta-2,4,6(31),8,10,13(18),14,16-octaen-3-yl]acetic acid (30 mg, 0.049 mmol) in ethyl acetate (1.5 mL) was added 10% Pd/C (5.24 mg, 4.93 μmol) and the resulting mixture was stirred under hydrogen balloon atmosphere for 16 h. At this point LCMS indicates completion of reaction. Mixture was then filtered and concentrated to afford (2S)-2-(tert-butoxy)...